Dataset: the Open Reaction Database (ORD), a public repository of structured organic reaction records. Task: describe an organic reaction: reactants, conditions, products, and yield The reactants are BrC1=COC=2C1=NC(=CC2)C=2OC(=NN2)C (3-bromo-5-(5-methyl-1,3,4-oxadiazol-2-yl)furo[3,2-b]pyridine), ClC1=C(C=CC=C1)B(O)O ((2-chlorophenyl)boronic acid). Product: ClC1=C(C=CC=C1)C1=COC=2C1=NC(=CC2)C=2OC(=NN2)C (3-(2-chlorophenyl)-5-(5-methyl-1,3,4-oxadiazol-2-yl)furo[3,2-b]pyridine). The yield is 6.0%. As a reaction SMILES: Br[C:2]1[C:6]2=[N:7][C:8]([C:11]3[O:12][C:13]([CH3:16])=[N:14][N:15]=3)=[CH:9][CH:10]=[C:5]2[O:4][CH:3]=1.[Cl:17][C:18]1[CH:23]=[CH:22][CH:21]=[CH:20][C:19]=1B(O)O>>[Cl:17][C:18]1[CH:23]=[CH:22][CH:21]=[CH:20][C:19]=1[C:2]1[C:6]2=[N:7][C:8]([C:11]3[O:12][C:13]([CH3:16])=[N:14][N:15]=3)=[CH:9][CH:10]=[C:5]2[O:4][CH:3]=1. Procedure: In the same manner as in Example 132 and using 3-bromo-5-(5-methyl-1,3,4-oxadiazol-2-yl)furo[3,2-b]pyridine instead of 2-(3-bromo-1-benzofuran-5-yl)-5-methyl-1,3,4-oxadiazole, using (2-chlorophenyl)boronic acid instead of (4-fluorophenyl)boronic acid, and using [1,1′-bis(diphenylphosphino)ferrocene]palladium(II) chloride dichloromethane complex instead of tetrakis(triphenylphosphine)palladium(0), the title compound (yield 6%) was obtained as colorless crystals. Reactants: COC(N[N+](=O)[O-])=N (O-methyl-N-nitroisourea), Cl (hydrochloric acid), [OH-].[Na+] (sodium hydroxide), NCC=1C=CC(=NC1)Cl (5-(aminomethyl)-2-chloropyridine). Run in O (water). The product is COC(NCC=1C=NC(=CC1)Cl)=N[N+](=O)[O-] (O-methyl-N-(6-chloro-3-pyridylmethyl)-N'-nitroisourea). Isolated yield 47.3%. RXN SMILES: [CH3:1][O:2][C:3](=[NH:8])[NH:4][N+:5]([O-:7])=[O:6].Cl.N[CH2:11][C:12]1[CH:13]=[CH:14][C:15]([Cl:18])=[N:16][CH:17]=1.[OH-].[Na+]>O>[CH3:1][O:2][C:3](=[N:4][N+:5]([O-:7])=[O:6])[NH:8][CH2:11][C:12]1[CH:17]=[N:16][C:15]([Cl:18])=[CH:14][CH:13]=1 |f:3.4|. Reported procedure: To a mixture of O-methyl-N-nitroisourea (1.25 g, 10.53 mmol), water (20 ml) and concentrated hydrochloric acid (0.85 ml, 10.03 mmol) was added 5-(aminomethyl)-2-chloropyridine (1.43 g, 10.03 mmol) dropwise over 5 minutes at room temperature with stirring. The reaction mixture was neutralized with 40% aqueous sodium hydroxide solution and adjusted to pH 7.2. After 17 hours of stirring at room temperature, the resulting crystals were collected. The crystals were washed with water and dried. As a r... Reactants: CC1=C(C(=NO1)C1=CC=CC=C1)C(=O)NN (5-methyl-3-phenyl-isoxazole-4-carboxylic acid hydrazide), COC1=C(C(=O)O)C=CC(=C1)OC (2,4-dimethoxybenzoic acid). Yields the product COC1=C(C=CC(=C1)OC)C=1OC(=NN1)C=1C(=NOC1C)C1=CC=CC=C1 (2-(2,4-Dimethoxy-phenyl)-5-(5-methyl-3-phenyl-isoxazol-4-yl)-[1,3,4]oxadiazole). The yield is 62.0%. RXN SMILES: [CH3:1][C:2]1[O:6][N:5]=[C:4]([C:7]2[CH:12]=[CH:11][CH:10]=[CH:9][CH:8]=2)[C:3]=1[C:13]([NH:15][NH2:16])=[O:14].[CH3:17][O:18][C:19]1[CH:27]=[C:26]([O:28][CH3:29])[CH:25]=[CH:24][C:20]=1[C:21](O)=O>>[CH3:17][O:18][C:19]1[CH:27]=[C:26]([O:28][CH3:29])[CH:25]=[CH:24][C:20]=1[C:21]1[O:14][C:13]([C:3]2[C:4]([C:7]3[CH:12]=[CH:11][CH:10]=[CH:9][CH:8]=3)=[N:5][O:6][C:2]=2[CH3:1])=[N:15][N:16]=1. Reported procedure: As described for example 2, 5-methyl-3-phenyl-isoxazole-4-carboxylic acid hydrazide (200 mg, 0.92 mmol) was converted using 2,4-dimethoxybenzoic acid instead of o-toluic acid to the title compound (SiO2, heptane:ethyl acetate=80:20 to 50:50, 207 mg, 62%) which was obtained as a white solid. MS: m/e=364.2 [M+H]+. Reactants: C1(=CC=CC=C1)C(=CC1CCN(CC1)CCCCCCCCC=1C=NC=CC1)C1=CC=CC=C1 (3-[8-[4-(2,2-diphenylethenyl)-1-piperidinyl]octyl]pyridine). Reagents/catalysts: [Pd] (palladium on carbon). The solvent is C(C)O (ethanol). Yields the product C1(=CC=CC=C1)C(CC1CCN(CC1)CCCCCCCCC=1C=NC=CC1)C1=CC=CC=C1 (3-[8-[4-(2,2-diphenylethyl)-1-piperidinyl]octyl]pyridine). Yield: 81.8%. RXN SMILES: [C:1]1([C:7]([C:29]2[CH:34]=[CH:33][CH:32]=[CH:31][CH:30]=2)=[CH:8][CH:9]2[CH2:14][CH2:13][N:12]([CH2:15][CH2:16][CH2:17][CH2:18][CH2:19][CH2:20][CH2:21][CH2:22][C:23]3[CH:24]=[N:25][CH:26]=[CH:27][CH:28]=3)[CH2:11][CH2:10]2)[CH:6]=[CH:5][CH:4]=[CH:3][CH:2]=1>[Pd].C(O)C>[C:29]1([CH:7]([C:1]2[CH:6]=[CH:5][CH:4]=[CH:3][CH:2]=2)[CH2:8][CH:9]2[CH2:10][CH2:11][N:12]([CH2:15][CH2:16][CH2:17][CH2:18][CH2:19][CH2:20][CH2:21][CH2:22][C:23]3[CH:24]=[N:25][CH:26]=[CH:27][CH:28]=3)[CH2:13][CH2:14]2)[CH:34]=[CH:33][CH:32]=[CH:31][CH:30]=1. Procedure: The title compound was prepared by the hydrogenation of 7.3 g of 3-[8-[4-(2,2-diphenylethenyl)-1-piperidinyl]octyl]pyridine at ambient conditions using 100 mL of ethanol and 1.5 g of 10% palladium on carbon catalyst. After filtration and evaporation, the residue was crystallized from hexane to give 6.0 g (82%) of 3-[8-[4-(2,2-diphenylethyl)-1-piperidinyl]octyl]pyridine, mp 68°-70° C. Analysis Calculated for C32H42N2 : C, 84.53: H, 9.31; N, 6.16. Found: C, 84.68; H, 9.15; N, 6.12. The fumarate sa... Starting materials: N#Cc1ccc(-c2ccc(-c3ccn(C(CC(=O)OCc4ccccc4)C(=O)NC(CO)Cc4ccccc4)c3)cc2)cc1, CCCCOC(=O)C(C(=O)NC(CO)Cc1ccccc1)C(N)C(=O)OCc1ccccc1, NC(CC(=O)OCc1ccccc1)C(=O)NC(CO)Cc1ccccc1, CO, ClCCl, ClCCCl, O=C(O)C(F)(F)F. The product is NC(=O)c1ccc(-c2ccc(-c3ccn(C(CC(=O)OCc4ccccc4)C(=O)NC(CO)Cc4ccccc4)c3)cc2)cc1. Reaction SMILES: [CH2:1]([c:2]1[cH:3][cH:4][cH:5][cH:6][cH:7]1)[O:8][C:9]([CH2:10][CH:11]([C:12](=[O:13])[NH:14][CH:15]([CH2:16][OH:17])[CH2:18][c:19]1[cH:20][cH:21][cH:22][cH:23][cH:24]1)[n:25]1[cH:26][c:27](-[c:30]2[cH:31][cH:32][c:33](-[c:36]3[cH:37][cH:38][c:39]([C:42]#[N:43])[cH:40][cH:41]3)[cH:34][cH:35]2)[cH:28][cH:29]1)=[O:44].[CH2:45]([O:52][C:46](=[O:47])[CH:48]([NH2:49])[CH:50]([C:51]([O:53][CH2:54][CH2:55][CH2:56][CH3:57])=[O:58])[C:59]([NH:60][CH:61]([CH2:62][c:63]1[cH:64][cH:65][cH:66][cH:67][cH:68]1)[CH2:69][OH:70])=[O:71])[c:72]1[cH:73][cH:74][cH:75][cH:76][cH:77]1.[CH2:85]([O:86][C:87](=[O:88])[CH2:89][CH:90]([NH2:91])[C:92]([NH:93][CH:94]([CH2:95][c:96]1[cH:97][cH:98][cH:99][cH:100][cH:101]1)[CH2:102][OH:103])=[O:104])[c:105]1[cH:106][cH:107][cH:108][cH:109][cH:110]1.[CH3:111][OH:112].[Cl:113][CH2:114][Cl:115].[Cl:116][CH2:117][CH2:118][Cl:119].[F:78][C:79]([F:80])([F:81])[C:82]([OH:83])=[O:84]>>[CH2:1]([c:2]1[cH:3][cH:4][cH:5][cH:6][cH:7]1)[O:8][C:9]([CH2:10][CH:11]([C:12](=[O:13])[NH:14][CH:15]([CH2:16][OH:17])[CH2:18][c:19]1[cH:20][cH:21][cH:22][cH:23][cH:24]1)[n:25]1[cH:26][c:27](-[c:30]2[cH:31][cH:32][c:33](-[c:36]3[cH:37][cH:38][c:39]([C:42]([NH2:43])=[O:52])[cH:40][cH:41]3)[cH:34][cH:35]2)[cH:28][cH:29]1)=[O:44]. Reactants: BrC=1C=CC2=C(C=C(CCS2(=O)=O)C(=O)NC2=CC=C(C=C2)CN(C2CCOCC2)C)C1 (7-bromo-N-[4-[[N-methyl-N-(tetrahydropyran-4-yl)amino]methyl]phenyl]-1,1-dioxo-2,3-dihydro-1-benzothiepine-4-carboxamide), B(OC1=CC(=C(C=C1)N1CCOCC1)F)([O-])[O-] (3-fluoro-4-morpholinophenyl borate), C([O-])([O-])=O.[K+].[K+] (potassium carbonate). Reagents/catalysts: C=1C=CC(=CC1)[P](C=2C=CC=CC2)(C=3C=CC=CC3)[Pd]([P](C=4C=CC=CC4)(C=5C=CC=CC5)C=6C=CC=CC6)([P](C=7C=CC=CC7)(C=8C=CC=CC8)C=9C=CC=CC9)[P](C=1C=CC=CC1)(C=1C=CC=CC1)C=1C=CC=CC1 (tetrakistriphenylphosphinepalladium). Run in C1(=CC=CC=C1)C.C(C)O.O (toluene ethanol water). Reaction conditions: time 1 hour. Yields the product O=S1(CCC(=CC2=C1C=CC=C2)C(=O)N)=O (1,1-dioxo-2,3-dihydro-1-benzothiepine-4-carboxamide). Yield: 108.7%. Reaction SMILES: Br[C:2]1[CH:3]=[CH:4][C:5]2[S:11](=[O:13])(=[O:12])[CH2:10][CH2:9][C:8]([C:14]([NH:16]C3C=CC(CN(C)C4CCOCC4)=CC=3)=[O:15])=[CH:7][C:6]=2[CH:32]=1.B([O-])([O-])OC1C=CC(N2CCOCC2)=C(F)C=1.C(=O)([O-])[O-].[K+].[K+]>C1(C)C=CC=CC=1.C(O)C.O.C1C=CC([P]([Pd]([P](C2C=CC=CC=2)(C2C=CC=CC=2)C2C=CC=CC=2)([P](C2C=CC=CC=2)(C2C=CC=CC=2)C2C=CC=CC=2)[P](C2C=CC=CC=2)(C2C=CC=CC=2)C2C=CC=CC=2)(C2C=CC=CC=2)C2C=CC=CC=2)=CC=1>[O:12]=[S:11]1(=[O:13])[C:5]2[CH:4]=[CH:3][CH:2]=[CH:32][C:6]=2[CH:7]=[C:8]([C:14]([NH2:16])=[O:15])[CH2:9][CH2:10]1 |f:2.3.4,5.6.7,^1:70,72,91,110|. Procedure: Under argon atmosphere, a mixture of 7-bromo-N-[4-[[N-methyl-N-(tetrahydropyran-4-yl)amino]methyl]phenyl]-1,1-dioxo-2,3-dihydro-1-benzothiepine-4-carboxamide (300 mg), 3-fluoro-4-morpholinophenyl borate (156 mg) and potassium carbonate (160 mg) in toluene/ethanol/water (10/1/1 ml) was stirred at room temperature for 1 hour. To the mixture was added tetrakistriphenylphosphinepalladium (33 mg), and the. mixture was refluxed for 6 hours, cooled, extracted with ethyl acetate and washed with saturate... Starting materials: NC1=NC(=CC(=N1)N1C[C@H](CC[C@H]1C)C(=O)NCC1=CC(=CC=C1)OC)C1=CC(=C(C=C1)C#N)F ((3S,6R)-1-[2-amino-6-(4-cyano-3-fluorophenyl)-4-pyrimidinyl]-6-methyl-N-{[3-(methyloxy)phenyl]methyl}-3-piperidinecarboxamide), CCO (EtOH), CCN(C(C)C)C(C)C (Hunig's base), NN (hydrazine). Solvent: CO (CH3OH). Conditions: temperature 110 celsius, time 8 hour. Yields the product NC1=NC(=CC(=N1)N1C[C@H](CC[C@H]1C)C(=O)NCC1=CC(=CC=C1)OC)C1=CC=C2C(=NNC2=C1)N ((3S,6R)-1-[2-Amino-6-(3-amino-1H-indazol-6-yl)-4-pyrimidinyl]-6-methyl-N-{[3-(methyloxy)phenyl]methyl}-3-piperidinecarboxamide). Isolated yield 16.3%. As a reaction SMILES: [NH2:1][C:2]1[N:7]=[C:6]([N:8]2[C@H:13]([CH3:14])[CH2:12][CH2:11][C@H:10]([C:15]([NH:17][CH2:18][C:19]3[CH:24]=[CH:23][CH:22]=[C:21]([O:25][CH3:26])[CH:20]=3)=[O:16])[CH2:9]2)[CH:5]=[C:4]([C:27]2[CH:32]=[CH:31][C:30]([C:33]#[N:34])=[C:29](F)[CH:28]=2)[N:3]=1.CCO.CCN(C(C)C)C(C)C.[NH2:48][NH2:49]>CO>[NH2:1][C:2]1[N:7]=[C:6]([N:8]2[C@H:13]([CH3:14])[CH2:12][CH2:11][C@H:10]([C:15]([NH:17][CH2:18][C:19]3[CH:24]=[CH:23][CH:22]=[C:21]([O:25][CH3:26])[CH:20]=3)=[O:16])[CH2:9]2)[CH:5]=[C:4]([C:27]2[CH:28]=[C:29]3[C:30]([C:33]([NH2:34])=[N:48][NH:49]3)=[CH:31][CH:32]=2)[N:3]=1. Procedure: Into a sealable tube, (3S,6R)-1-[2-amino-6-(4-cyano-3-fluorophenyl)-4-pyrimidinyl]-6-methyl-N-{[3-(methyloxy)phenyl]methyl}-3-piperidinecarboxamide (186 mg, 0.392 mmol), EtOH (5 mL), Hunig's base (0.068 ml, 0.392 mmol), and hydrazine anhydrous (0.074 mL, 2.35 mmol) were added, and the yellow suspension mixture was heated overnight at 110° C. in an oil bath. When the temperature of the reaction reached to 100° C., the solid in the mixture was all dissolved. After overnight, there was a yellow sol... The reactants are Cl (hydrochloric acid), FC1=C(C=CC=C1)OC (ortho-fluoroanisole), C(C)(=O)Cl (acetyl chloride), [Cl-].[Al+3].[Cl-].[Cl-] (aluminum chloride). The solvent is C(Cl)Cl (methylene chloride). Yields the product CC(=O)C1=CC(=C(C=C1)OC)F (3-fluoro-4-methoxyacetophenone). Isolated yield 87.9%. As a reaction SMILES: [F:1][C:2]1[CH:7]=[CH:6][CH:5]=[CH:4][C:3]=1[O:8][CH3:9].[C:10](Cl)(=[O:12])[CH3:11].[Cl-].[Al+3].[Cl-].[Cl-].Cl>C(Cl)Cl>[CH3:11][C:10]([C:6]1[CH:5]=[CH:4][C:3]([O:8][CH3:9])=[C:2]([F:1])[CH:7]=1)=[O:12] |f:2.3.4.5|. Reported procedure: A mixture of 26 grams (206 millimoles) of ortho-fluoroanisole and 19.4 grams (247 millimoles) of acetyl chloride was dissolved in 200 milliliters of methylene chloride, and then 33.0 grams (247 millimoles) of anhydrous aluminum chloride was gradually added thereto while cooling with ice and stirring. The resulting mixture was further stirred for 1.5 hours while cooling with ice. The reaction mixture was added to 1,200 milliliters of 5% hydrochloric acid, which was then allowed to separate into a... The reactants are C(C#C)ON=C(C(=O)O)C=1N=C(SC1)N (2-(2-Propynyl)oxyimino-2-(2-amino-1,3-thiazol-4-yl)acetic acid), P(=O)(Cl)(Cl)Cl (phosphorus oxychloride), NC1[C@@H]2N(C(=C(CS2)COC(N)=O)C(=O)O)C1=O (7-amino-3-carbamoyloxymethyl-3-cephem-4-carboxylic acid), P(=O)(Cl)(Cl)Cl (Phosphorus oxychloride), C[Si](C)(C)CC(=O)N (Trimethylsilylacetamide). Run in O1CCCC1 (tetrahydrofuran), CC(=O)C (acetone), C([O-])(O)=O.[Na+] (sodium bicarbonate), O (water), CN(C=O)C (dimethylformamide), O1CCCC1 (tetrahydrofuran). Run at time 20 minute. Yields the product C(C#C)ON=C(C(=O)NC1[C@@H]2N(C(=C(CS2)COC(N)=O)C(=O)O)C1=O)C=1N=C(SC1)N (7-[2-(2-propynyl)oxyimino-2-(2-amino-1,3-thiazol-4-yl)acetamido]-3-carbamoyloxymethyl-3-cephem-4-carboxylic acid). Isolated yield 85.9%. RXN SMILES: [CH2:1]([O:4][N:5]=[C:6]([C:10]1[N:11]=[C:12]([NH2:15])[S:13][CH:14]=1)[C:7]([OH:9])=O)[C:2]#[CH:3].P(Cl)(Cl)(Cl)=O.C[Si](CC(N)=O)(C)C.[NH2:29][CH:30]1[C:45](=[O:46])[N:32]2[C:33]([C:42]([OH:44])=[O:43])=[C:34]([CH2:37][O:38][C:39](=[O:41])[NH2:40])[CH2:35][S:36][C@H:31]12>O1CCCC1.C(=O)(O)[O-].[Na+].O.CC(C)=O.CN(C)C=O>[CH2:1]([O:4][N:5]=[C:6]([C:10]1[N:11]=[C:12]([NH2:15])[S:13][CH:14]=1)[C:7]([NH:29][CH:30]1[C:45](=[O:46])[N:32]2[C:33]([C:42]([OH:44])=[O:43])=[C:34]([CH2:37][O:38][C:39](=[O:41])[NH2:40])[CH2:35][S:36][C@H:31]12)=[O:9])[C:2]#[CH:3] |f:5.6|. Procedure: 2-(2-Propynyl)oxyimino-2-(2-amino-1,3-thiazol-4-yl)acetic acid (syn isomer) (1.2 g) was suspended in tetrahydrofuran (15 ml). Phosphorus oxychloride (1.0 g) was added thereto at 0° to 5° C. and the mixture was stirred for 20 minutes at the same temperature. Trimethylsilylacetamide (0.5 g) was added thereto, the mixture was stirred for 20 minutes at the same temperature, phosphorus oxychloride (1.0 g) was added thereto, the resulting mixture was stirred for 20 minutes at 0° to 5° C., dimethylform... The reactants are O (H2O), C(=O)(OC(C)(C)C)N1[C@H](CCC1)C#C ((R)-N-Boc-2-Ethynyl-pyrrolidine), FC=1C(=C2/C(/C(NC2=CC1)=O)=C/C=1NC=CC1OC)I ((Z)-1,3-dihydro-5-fluoro-4-iodo-3-[(3-methoxy-1H-pyrrol-2-yl)methylene]-2H-indol-2-one), FC=1C(=C2/C(/C(NC2=CC1)=O)=C/C=1NC=CC1OC)I ((Z)-1,3-dihydro-5-fluoro-4-iodo-3-[(3-methoxy-1H-pyrrol-2-yl)methylene]-2H-indol-2-one). The reagents and catalysts are C=1C=CC(=CC1)[P](C=2C=CC=CC2)(C=3C=CC=CC3)[Pd]([P](C=4C=CC=CC4)(C=5C=CC=CC5)C=6C=CC=CC6)([P](C=7C=CC=CC7)(C=8C=CC=CC8)C=9C=CC=CC9)[P](C=1C=CC=CC1)(C=1C=CC=CC1)C=1C=CC=CC1 ((Ph3P)4Pd). Run in CN(C)C=O (DMF), CCN(CC)CC (Et3N), CCOC(=O)C (EtOAc), CCOC(=O)C (EtOAc), solution, FC(C(=O)O)(F)F (trifluoroacetic acid), C(Cl)Cl (CH2Cl2). Reaction conditions: time 2 hour. The product is FC=1C(=C2/C(/C(NC2=CC1)=O)=C/C=1NC=CC1OC)C#C[C@@H]1NCCC1 ((R)-(Z)-1,3-Dihydro-5-fluoro-3-[(3-methoxy-1H-pyrrol-2-yl)methylene]-4-[(pyrrolidin-2-yl)ethynyl]-2 H-indol-2-one). RXN SMILES: C([N:8]1[CH2:12][CH2:11][CH2:10][C@@H:9]1[C:13]#[CH:14])(OC(C)(C)C)=O.[F:15][C:16]1[C:17](I)=[C:18]2[C:22](=[CH:23][CH:24]=1)[NH:21][C:20](=[O:25])/[C:19]/2=[CH:26]\[C:27]1[NH:28][CH:29]=[CH:30][C:31]=1[O:32][CH3:33].O>CN(C=O)C.CCN(CC)CC.CCOC(C)=O.FC(F)(F)C(O)=O.C(Cl)Cl.C1C=CC([P]([Pd]([P](C2C=CC=CC=2)(C2C=CC=CC=2)C2C=CC=CC=2)([P](C2C=CC=CC=2)(C2C=CC=CC=2)C2C=CC=CC=2)[P](C2C=CC=CC=2)(C2C=CC=CC=2)C2C=CC=CC=2)(C2C=CC=CC=2)C2C=CC=CC=2)=CC=1>[F:15][C:16]1[C:17]([C:14]#[C:13][C@H:9]2[CH2:10][CH2:11][CH2:12][NH:8]2)=[C:18]2[C:22](=[CH:23][CH:24]=1)[NH:21][C:20](=[O:25])/[C:19]/2=[CH:26]\[C:27]1[NH:28][CH:29]=[CH:30][C:31]=1[O:32][CH3:33] |^1:67,69,88,107|. Reported procedure: Using Method C above, (R)-N-Boc-2-ethynyl-pyrrolidine (100 mg, 0.52 mmol) (Example 89B) was coupled with (Z)-1,3-dihydro-5-fluoro-4-iodo-3-[(3-methoxy-1H-pyrrol-2-yl)methylene]-2H-indol-2-one (50 mg, 0.13 mmol) (Starting Material 6) using (Ph3P)4Pd (15 mg, 0.01 mmol) and a catalytic amount of Cul (2 mg) in a mixture of DMF (4 mL) and Et3N (4 mL) as solvent at 80° C. for 6 hrs. Upon completion, the reaction mixture was diluted with EtOAc and extracted with H2O. The organic layer was dried over Na...